Dataset: the Open Reaction Database (ORD), a public repository of structured organic reaction records. Task: describe an organic reaction: reactants, conditions, products, and yield Starting materials: COC(=O)C(N)Cc1ccc(F)cc1, CN(C)c1ccncc1, ClC(Cl)Cl, Cl, Cc1ccc(S(=O)(=O)Cl)cc1, c1ccncc1. The product is COC(=O)C(Cc1ccc(F)cc1)NS(=O)(=O)c1ccc(C)cc1. Reaction SMILES: [CH3:1][O:2][C:3]([CH:4]([CH2:5][c:6]1[cH:7][cH:8][c:9]([F:12])[cH:10][cH:11]1)[NH2:13])=[O:14].[CH3:33][N:34]([CH3:35])[c:36]1[cH:37][cH:38][n:39][cH:40][cH:41]1.[CH:42]([Cl:43])([Cl:44])[Cl:45].[ClH:32].[c:15]1([CH3:25])[cH:16][cH:17][c:18]([S:21](=[O:22])(=[O:23])[Cl:24])[cH:19][cH:20]1.[cH:26]1[cH:27][cH:28][n:29][cH:30][cH:31]1>>[CH3:1][O:2][C:3]([CH:4]([CH2:5][c:6]1[cH:7][cH:8][c:9]([F:12])[cH:10][cH:11]1)[NH:13][S:21]([c:18]1[cH:17][cH:16][c:15]([CH3:25])[cH:20][cH:19]1)(=[O:22])=[O:23])=[O:14].